This data is from the Open Reaction Database (ORD), a public repository of structured organic reaction records. The task is: describe an organic reaction: reactants, conditions, products, and yield Reactants: C(C)(C)(C)OC(=O)N1CCCC2=CC(=CN=C12)B1OC(C(O1)(C)C)(C)C (6-(4,4,5,5-Tetramethyl-[1,3,2]dioxaborolan-2-yl)-3,4-dihydro-2H-[1,8]naphthyridine-1-carboxylic acid tert-butyl ester), BrC=1C=C(C=NC1)O (5-bromo-pyridin-3-ol). Yields the product C(C)(C)(C)OC(=O)N1CCCC2=CC(=CN=C12)C=1C=NC=C(C1)O (6-(5-hydroxy-pyridin-3-yl)-3,4-dihydro-2H-[1,8]naphthyridine-1-carboxylic acid tert-butyl ester). As a reaction SMILES: [C:1]([O:5][C:6]([N:8]1[C:17]2[C:12](=[CH:13][C:14](B3OC(C)(C)C(C)(C)O3)=[CH:15][N:16]=2)[CH2:11][CH2:10][CH2:9]1)=[O:7])([CH3:4])([CH3:3])[CH3:2].Br[C:28]1[CH:29]=[C:30]([OH:34])[CH:31]=[N:32][CH:33]=1>>[C:1]([O:5][C:6]([N:8]1[C:17]2[C:12](=[CH:13][C:14]([C:28]3[CH:33]=[N:32][CH:31]=[C:30]([OH:34])[CH:29]=3)=[CH:15][N:16]=2)[CH2:11][CH2:10][CH2:9]1)=[O:7])([CH3:2])([CH3:3])[CH3:4]. Procedure details: 6-(4,4,5,5-Tetramethyl-[1,3,2]dioxaborolan-2-yl)-3,4-dihydro-2H-[1,8]naphthyridine-1-carboxylic acid tert-butyl ester is coupled with 5-bromo-pyridin-3-ol to give 6-(5-hydroxy-pyridin-3-yl)-3,4-dihydro-2H-[1,8]naphthyridine-1-carboxylic acid tert-butyl ester using Suzuki Coupling Method VI.